Task: describe an organic reaction: reactants, conditions, products, and yield. Dataset: the Open Reaction Database (ORD), a public repository of structured organic reaction records The reactants are CC(C)(C)[Si](C)(C)Cl, ClCCl, COC(=O)C(CO)n1ccc2c([N+](=O)[O-])cccc2c1=O, c1c[nH]cn1. Product: COC(=O)C(CO[Si](C)(C)C(C)(C)C)n1ccc2c([N+](=O)[O-])cccc2c1=O. As a reaction SMILES: [C:30]([CH3:31])([CH3:32])([CH3:33])[Si:34]([CH3:35])([CH3:36])[Cl:37].[CH2:22]([Cl:23])[Cl:24].[OH:1][CH2:2][CH:3]([C:4](=[O:5])[O:6][CH3:7])[n:8]1[c:9](=[O:21])[c:10]2[cH:11][cH:12][cH:13][c:14]([N+:18](=[O:19])[O-:20])[c:15]2[cH:16][cH:17]1.[nH:25]1[cH:26][cH:27][n:28][cH:29]1>>[O:1]([CH2:2][CH:3]([C:4](=[O:5])[O:6][CH3:7])[n:8]1[c:9](=[O:21])[c:10]2[cH:11][cH:12][cH:13][c:14]([N+:18](=[O:19])[O-:20])[c:15]2[cH:16][cH:17]1)[Si:34]([C:30]([CH3:31])([CH3:32])[CH3:33])([CH3:35])[CH3:36]. The reactants are C(C1=CC=CC=C1)OC(=O)N1[C@H](CCC1)CC1=CNC2=CC=C(C=C12)N(CC1=CC=CC=C1)CC1=CC=CC=C1 ((R)-3-(N-benzyloxycarbonylpyrrolidin-2-ylmethyl)-5-dibenzylamino-1H-indole), [OH-] (hydroxide). The reagents and catalysts are [Pd] (palladium). Run in C(C)O (ethanol). Conditions: time 12 hour. The product is NC=1C=C2C(=CNC2=CC1)C[C@@H]1NCCC1 ((R)-5-Amino-3-(pyrrolidin-2-ylmethyl)-1H-indole). The yield is 99.7%. RXN SMILES: C(OC([N:11]1[CH2:15][CH2:14][CH2:13][C@@H:12]1[CH2:16][C:17]1[C:25]2[C:20](=[CH:21][CH:22]=[C:23]([N:26](CC3C=CC=CC=3)CC3C=CC=CC=3)[CH:24]=2)[NH:19][CH:18]=1)=O)C1C=CC=CC=1.[OH-]>C(O)C.[Pd]>[NH2:26][C:23]1[CH:24]=[C:25]2[C:20](=[CH:21][CH:22]=1)[NH:19][CH:18]=[C:17]2[CH2:16][C@H:12]1[CH2:13][CH2:14][CH2:15][NH:11]1. Procedure details: A mixture of (R)-3-(N-benzyloxycarbonylpyrrolidin-2-ylmethyl)-5-dibenzylamino-1H-indole (7.90 g, 14.91 mmol) and moist palladium (ll) hydroxide on carbon (Peariman's catalyst, 3.16 g) in absolute ethanol (100 mL) was shaken under a hydrogen atmosphere (3 arm) for 12 hours at room temperature. The resulting mixture was filtered through diatomaceous earth, and the filtrate was evaporated and dried under reduced pressure to afford the title compound as a white foam (3.20 g, 100%): 1H NMR (CD3OD) δ7... Reactants: COc1ccc(CNN)cc1, Cc1ccc(C(=O)c2ccccc2)cc1, CC(=O)O, CO. Product: COc1ccc(CNN=C(c2ccccc2)c2ccc(C)cc2)cc1. Reaction SMILES: [CH3:16][O:17][c:18]1[cH:19][cH:20][c:21]([CH2:22][NH:23][NH2:24])[cH:25][cH:26]1.[CH3:1][c:2]1[cH:3][cH:4][c:5]([C:8](=[O:9])[c:10]2[cH:11][cH:12][cH:13][cH:14][cH:15]2)[cH:6][cH:7]1.[CH3:27][C:28](=[O:29])[OH:30].[CH3:31][OH:32]>>[CH3:1][c:2]1[cH:3][cH:4][c:5]([C:8]([c:10]2[cH:11][cH:12][cH:13][cH:14][cH:15]2)=[N:24][NH:23][CH2:22][c:21]2[cH:20][cH:19][c:18]([O:17][CH3:16])[cH:26][cH:25]2)[cH:6][cH:7]1.